This data is from the Open Reaction Database (ORD), a public repository of structured organic reaction records. The task is: describe an organic reaction: reactants, conditions, products, and yield Starting materials: Cl.ClC1=CC=C(CN(N)C2=CC=C(C=C2)F)C=C1 (1-[4-chlorobenzyl]-1-(4-fluorophenyl) hydrazine hydrochloride), CC(CC(=O)OC)C(CC)=O (methyl 3-methyl-4-oxohexanoate). The product is ClC1=CC=C(CN2C(=C(C3=CC(=CC=C23)F)C)C(CC(=O)O)C)C=C1 (3-[1-(4-chlorobenzyl)-3-methyl-5-fluoroindol-2-yl]-3-methyl propanoic acid). Reaction SMILES: Cl.[Cl:2][C:3]1[CH:18]=[CH:17][C:6]([CH2:7][N:8]([C:10]2[CH:15]=[CH:14][C:13]([F:16])=[CH:12][CH:11]=2)N)=[CH:5][CH:4]=1.[CH3:19][CH:20]([C:26](=O)[CH2:27][CH3:28])[CH2:21][C:22]([O:24]C)=[O:23]>>[Cl:2][C:3]1[CH:18]=[CH:17][C:6]([CH2:7][N:8]2[C:10]3[C:15](=[CH:14][C:13]([F:16])=[CH:12][CH:11]=3)[C:27]([CH3:28])=[C:26]2[CH:20]([CH3:19])[CH2:21][C:22]([OH:24])=[O:23])=[CH:5][CH:4]=1 |f:0.1|. Procedure: Following the method of Example 2, but using 1-[4-chlorobenzyl]-1-(4-fluorophenyl) hydrazine hydrochloride and methyl 3-methyl-4-oxohexanoate as starting materials, the title compound was prepared. Reactants: CC1COC(=O)N1, Cc1cnc(N2CCN(C(=O)c3ccc(Cl)cc3N3CCN(C)C3=O)CC2)c(C)c1. The product is Cc1cnc(N2CCN(C(=O)c3ccc(N4C(=O)OCC4C)cc3N3CCN(C)C3=O)CC2)c(C)c1. Reaction SMILES: [CH3:31][CH:32]1[NH:33][C:34](=[O:37])[O:35][CH2:36]1.[Cl:1][c:2]1[cH:3][cH:4][c:5]([C:15](=[O:16])[N:17]2[CH2:18][CH2:19][N:20]([c:23]3[n:24][cH:25][c:26]([CH3:30])[cH:27][c:28]3[CH3:29])[CH2:21][CH2:22]2)[c:6]([N:8]2[C:9](=[O:14])[N:10]([CH3:13])[CH2:11][CH2:12]2)[cH:7]1>>[c:2]1([N:33]2[CH:32]([CH3:31])[CH2:36][O:35][C:34]2=[O:37])[cH:3][cH:4][c:5]([C:15](=[O:16])[N:17]2[CH2:18][CH2:19][N:20]([c:23]3[n:24][cH:25][c:26]([CH3:30])[cH:27][c:28]3[CH3:29])[CH2:21][CH2:22]2)[c:6]([N:8]2[C:9](=[O:14])[N:10]([CH3:13])[CH2:11][CH2:12]2)[cH:7]1.